From a dataset of the Open Reaction Database (ORD), a public repository of structured organic reaction records. describe an organic reaction: reactants, conditions, products, and yield Reactants: NC(CCC1=CC=CC=C1)C(=O)O (d,l-homophenylalanine), C(C)O (ethanol), Cl (hydrochloric acid). Reaction conditions: time 8 hour. Product: Cl.NC(C(=O)OCC)CCC1=CC=CC=C1 ((±)-α-aminobenzenebutanoic acid, ethyl ester, monohydrochloride). Reaction SMILES: [NH2:1][CH:2]([C:11]([OH:13])=[O:12])[CH2:3][CH2:4][C:5]1[CH:10]=[CH:9][CH:8]=[CH:7][CH:6]=1.[ClH:14].[CH2:15](O)[CH3:16]>>[ClH:14].[NH2:1][CH:2]([CH2:3][CH2:4][C:5]1[CH:6]=[CH:7][CH:8]=[CH:9][CH:10]=1)[C:11]([O:13][CH2:15][CH3:16])=[O:12] |f:3.4|. Procedure details: A suspension of d,l-homophenylalanine (5 g., 27.9 mmole) in absolute ethanol (60 ml.) was cooled to 0° (ice bath) and saturated with hydrochloric acid gas. The mixture was allowed to warm to room temperature and stirred overnight. A stream of nitrogen was then passed through the solution to remove the bulk of the hydrochloric acid and the mixture was evaporated to dryness. The solid residue was triturated with ether, filtered and dried to give (±)-α-aminobenzenebutanoic acid, ethyl ester, monohy... Starting materials: OC1CNCCC12CC2, COC(=O)C(CC=O)N1CCN(c2ccc(C(F)(F)F)cc2)CCC1=O, Cl. Product: COC(=O)C(CCN1CCC2(CC2)C(O)C1)N1CCN(c2ccc(C(F)(F)F)cc2)CCC1=O. Reaction SMILES: [CH2:28]1[CH2:29][C:30]12[CH:31]([OH:36])[CH2:32][NH:33][CH2:34][CH2:35]2.[CH3:1][O:2][C:3]([CH:4]([CH2:5][CH:6]=[O:7])[N:8]1[CH2:9][CH2:10][N:11]([c:16]2[cH:17][cH:18][c:19]([C:22]([F:23])([F:24])[F:25])[cH:20][cH:21]2)[CH2:12][CH2:13][C:14]1=[O:15])=[O:26].[ClH:27]>>[CH3:1][O:2][C:3]([CH:4]([CH2:5][CH2:6][N:33]1[CH2:32][CH:31]([OH:36])[C:30]2([CH2:28][CH2:29]2)[CH2:35][CH2:34]1)[N:8]1[CH2:9][CH2:10][N:11]([c:16]2[cH:17][cH:18][c:19]([C:22]([F:23])([F:24])[F:25])[cH:20][cH:21]2)[CH2:12][CH2:13][C:14]1=[O:15])=[O:26]. Reactants: C(C(C)C)N (Isobutylamine), BrC1=CN=C2C(=C(C=NC2=C1)[N+](=O)[O-])Cl (7-bromo-4-chloro-3-nitro[1,5]naphthyridine). Solvent: ClCCl (dichloromethane), ClCCl (dichloromethane). Product: BrC1=CN=C2C(=C(C=NC2=C1)[N+](=O)[O-])NCC(C)C (7-bromo-N-(2-methylpropyl)-3-nitro[1,5]naphthyridin-4-amine). Isolated yield 95.7%. As a reaction SMILES: [CH2:1]([NH2:5])[CH:2]([CH3:4])[CH3:3].[Br:6][C:7]1[CH:16]=[C:15]2[C:10]([C:11](Cl)=[C:12]([N+:17]([O-:19])=[O:18])[CH:13]=[N:14]2)=[N:9][CH:8]=1>ClCCl>[Br:6][C:7]1[CH:16]=[C:15]2[C:10]([C:11]([NH:5][CH2:1][CH:2]([CH3:4])[CH3:3])=[C:12]([N+:17]([O-:19])=[O:18])[CH:13]=[N:14]2)=[N:9][CH:8]=1. Reported procedure: Isobutylamine (16.2 mL, 163 mmol) was added dropwise to a 0° C. solution of 7-bromo-4-chloro-3-nitro[1,5]naphthyridine (approximately 74.1 mmol) in dichloromethane (350 mL). The reaction mixture was allowed to stir and warm to room temperature for 3 hours, then was diluted with dichloromethane (50 mL) and washed with saturated aqueous sodium bicarbonate (300 mL). The aqueous layer was back-extracted with dichloromethane (2×75 mL). The organic layers were combined, dried over magnesium sulfate, f... The reactants are FC1=CC=C(C=C1)C(C(=O)OC)C (Methyl 2-(4-fluorophenyl)propanoate), C[Si]([N-][Si](C)(C)C)(C)C.[Li+] (lithium hexamethyldisilazide), C[Si](N[Si](C)(C)C)(C)C (hexamethyldisilazane), C(CCC)[Li] (n-butyllithium), CCCCCC (hexane), BrCCC(C)(C)C (1-bromo-3,3-dimethylbutane). Run in O1CCCC1 (tetrahydrofuran), O1CCCC1 (tetrahydrofuran). Reaction conditions: temperature 25 celsius, time 1 hour. Yields the product FC1=CC=C(C=C1)C(C(=O)OC)(CCC(C)(C)C)C (Methyl 2-(4-fluorophenyl)-2,5,5-trimethylhexanoate). Isolated yield 28.0%. As a reaction SMILES: [F:1][C:2]1[CH:7]=[CH:6][C:5]([CH:8]([CH3:13])[C:9]([O:11][CH3:12])=[O:10])=[CH:4][CH:3]=1.C[Si](C)(C)[N-][Si](C)(C)C.[Li+].C[Si](C)(C)N[Si](C)(C)C.[CH2:33]([Li])CCC.CCCCCC.BrC[CH2:46][C:47]([CH3:50])([CH3:49])[CH3:48]>O1CCCC1>[F:1][C:2]1[CH:3]=[CH:4][C:5]([C:8]([CH3:33])([CH2:13][CH2:46][C:47]([CH3:50])([CH3:49])[CH3:48])[C:9]([O:11][CH3:12])=[O:10])=[CH:6][CH:7]=1 |f:1.2|. Procedure: A solution of the compound of Example 22A (11.75 g, 64.6 mmol) in tetrahydrofuran (30 mL) was added dropwise over 20 min to a −78° C. solution of lithium hexamethyldisilazide (previously prepared from hexamethyldisilazane (17.0 mL, 80.7 mmol) and n-butyllithium in hexane (2.5 M, 31.0 mL, 77.5 mmol)) in tetrahydrofuran (40 mL) and allowed to stir at that temperature for 1 h. The solution was then treated with 1-bromo-3,3-dimethylbutane (12.0 mL, 83.9 mmol), followed by stirring at −78° C. for 30 ...